This data is from the Open Reaction Database (ORD), a public repository of structured organic reaction records. The task is: describe an organic reaction: reactants, conditions, products, and yield The reactants are [K+].[Br-] (KBr), C(C)OC(=O)C1=CC(=NO1)C1=CC=C(C=C1)N (3-(4-amino-phenyl)-isoxazol-5-carboxylic acid ethyl ester), C1(CCCCC1)N=C=O (cyclohexyl isocyanate), C(C)OC(=O)C1=CC(=NO1)C1=CC=C(C=C1)NC(=O)NC1=CC=CC=C1 (3-[4-(3-phenyl-ureido)-phenyl]-isoxazole-5-carboxylic acid ethyl ester). The product is C(C)OC(=O)C1=CC(=NO1)C1=CC=C(C=C1)NC(=O)NC1CCCCC1 (3-[4-(3-cyclohexyl-ureido)-phenyl]-isoxazole-5-carboxylic acid ethyl ester). Isolated yield 75.0%. As a reaction SMILES: C(OC(C1ON=C(C2C=CC(N)=CC=2)C=1)=O)C.C1(N=C=O)CCCCC1.[CH2:27]([O:29][C:30]([C:32]1[O:36][N:35]=[C:34]([C:37]2[CH:42]=[CH:41][C:40]([NH:43][C:44]([NH:46][C:47]3[CH:52]=[CH:51][CH:50]=[CH:49][CH:48]=3)=[O:45])=[CH:39][CH:38]=2)[CH:33]=1)=[O:31])[CH3:28].[K+].[Br-]>>[CH2:27]([O:29][C:30]([C:32]1[O:36][N:35]=[C:34]([C:37]2[CH:38]=[CH:39][C:40]([NH:43][C:44]([NH:46][CH:47]3[CH2:52][CH2:51][CH2:50][CH2:49][CH2:48]3)=[O:45])=[CH:41][CH:42]=2)[CH:33]=1)=[O:31])[CH3:28] |f:3.4|. Reported procedure: The title compound was prepared from 3-(4-amino-phenyl)-isoxazol-5-carboxylic acid ethyl ester and cyclohexyl isocyanate by same procedure as set forth for the preparation of 3-[4-(3-phenyl-ureido)-phenyl]-isoxazole-5-carboxylic acid ethyl ester and was obtained in 75% yield. Mass (ES+), 358 (M++1); IR (KBr): 3304, 2928, 2852, 1731, 1634, 1570 (br); 1H NMR (DMSO-d6) δ: 1.33 (t, 3H), 1.14-1.81 (4×m, 10H), 3.45 (br, 1H), 4.37 (q, 2H), 6.18 (d, 1H), 7.50 (d, 2H), 7.60 (s, 1H), 7.79 (s, 1H), 7.8.1 (... Reactants: Brc1ccc(Br)nc1, C#CCNC(=O)OCc1ccccc1, CCOC(C)=O, CC(C)NC(C)C, [Cu]I, Cl[Pd]Cl, c1ccc(P(c2ccccc2)c2ccccc2)cc1, c1ccc(P(c2ccccc2)c2ccccc2)cc1. Yields the product O=C(NCC#Cc1ccc(Br)cn1)OCc1ccccc1. As a reaction SMILES: [Br:1][c:2]1[n:3][cH:4][c:5]([Br:8])[cH:6][cH:7]1.[C:9](=[O:10])([O:11][CH2:12][c:13]1[cH:14][cH:15][cH:16][cH:17][cH:18]1)[NH:19][CH2:20][C:21]#[CH:22].[CH3:30][CH2:31][O:32][C:33](=[O:34])[CH3:35].[CH:23]([NH:24][CH:25]([CH3:26])[CH3:27])([CH3:28])[CH3:29].[Cu:77][I:78].[Pd:36]([Cl:37])[Cl:38].[c:39]1([P:40]([c:41]2[cH:42][cH:43][cH:44][cH:45][cH:46]2)[c:47]2[cH:48][cH:49][cH:50][cH:51][cH:52]2)[cH:53][cH:54][cH:55][cH:56][cH:57]1.[c:58]1([P:59]([c:60]2[cH:61][cH:62][cH:63][cH:64][cH:65]2)[c:66]2[cH:67][cH:68][cH:69][cH:70][cH:71]2)[cH:72][cH:73][cH:74][cH:75][cH:76]1>>[c:2]1([C:22]#[C:21][CH2:20][NH:19][C:9](=[O:10])[O:11][CH2:12][c:13]2[cH:14][cH:15][cH:16][cH:17][cH:18]2)[n:3][cH:4][c:5]([Br:8])[cH:6][cH:7]1. The reactants are NC=1C(=CC(=C(C1)[C@]1(N=C(OCC1(F)F)N)C)F)I ((R)-4-(5-amino-2-fluoro-4-iodo-phenyl)-5,5-difluoro-4-methyl-5,6-dihydro-4H-[1,3]oxazin-2-ylamine), CC1=CC=C(C=C1)CC#C (1-methyl-4-prop-2-ynyl-benzene). The product is FC1([C@@](N=C(OC1)N)(C)C1=C(C=C2CC(=NC2=C1)CC1=CC=C(C=C1)C)F)F ((R)-5,5-Difluoro-4-[5-fluoro-2-(4-methyl-benzyl)-3H-indol-6-yl]-4-methyl-5,6-dihydro-4H-[1,3]oxazin-2-ylamine). Isolated yield 73.0%. Reaction SMILES: [NH2:1][C:2]1[C:3](I)=[CH:4][C:5]([F:18])=[C:6]([C@:8]2([CH3:17])[C:13]([F:15])([F:14])[CH2:12][O:11][C:10]([NH2:16])=[N:9]2)[CH:7]=1.[CH3:20][C:21]1[CH:26]=[CH:25][C:24]([CH2:27][C:28]#[CH:29])=[CH:23][CH:22]=1>>[F:14][C:13]1([F:15])[CH2:12][O:11][C:10]([NH2:16])=[N:9][C@@:8]1([C:6]1[CH:7]=[C:2]2[C:3]([CH2:29][C:28]([CH2:27][C:24]3[CH:25]=[CH:26][C:21]([CH3:20])=[CH:22][CH:23]=3)=[N:1]2)=[CH:4][C:5]=1[F:18])[CH3:17]. Reported procedure: In a manner analogous to that described in Example 39, the coupling and cyclisation reaction of (R)-4-(5-amino-2-fluoro-4-iodo-phenyl)-5,5-difluoro-4-methyl-5,6-dihydro-4H-[1,3]oxazin-2-ylamine (intermediate B6.1) with 1-methyl-4-prop-2-ynyl-benzene yielded the title compound (73% yield) as a light green foam. MS (ISP): m/z=388.3 [M+H]+. Reactants: Cc1ccccc1, CNc1ccc(N(C)CC[n+]2ccn(C)c2)cc1[N+](=O)[O-], [Cl-], O. Yields the product Cn1ccnc1, CNc1ccc(N(C)CCCl)cc1[N+](=O)[O-]. Reaction SMILES: [CH3:24][c:25]1[cH:26][cH:27][cH:28][cH:29][cH:30]1.[CH3:3][n:4]1[cH:5][n+:6]([CH2:9][CH2:10][N:11]([c:12]2[cH:13][c:14]([N+:20](=[O:21])[O-:22])[c:15]([NH:18][CH3:19])[cH:16][cH:17]2)[CH3:23])[cH:7][cH:8]1.[Cl-:2].[OH2:1]>>[CH3:3][n:4]1[cH:5][n:6][cH:7][cH:8]1.[Cl:2][CH2:9][CH2:10][N:11]([c:12]1[cH:13][c:14]([N+:20](=[O:21])[O-:22])[c:15]([NH:18][CH3:19])[cH:16][cH:17]1)[CH3:23]. Reactants: ice, [H-].[H-].[H-].[H-].[Li+].[Al+3] (LAH), [OH-].[Na+] (NaOH), O (water), O (water), C(C)OC(=O)C=1N=C(SC1)C1=CC=C(C=C1)OC (2-(4-Methoxy-phenyl)-thiazole-4-carboxylic acid ethyl ester). The solvent is C1CCOC1 (THF), C1CCOC1 (THF). Conditions: temperature 60 celsius. The product is COC1=CC=C(C=C1)C=1SC=C(N1)CO ([2-(4-Methoxy-phenyl)-thiazol-4-yl]-methanol). Isolated yield 64.6%. As a reaction SMILES: [H-].[H-].[H-].[H-].[Li+].[Al+3].C([O:9][C:10]([C:12]1[N:13]=[C:14]([C:17]2[CH:22]=[CH:21][C:20]([O:23][CH3:24])=[CH:19][CH:18]=2)[S:15][CH:16]=1)=O)C.O.[OH-].[Na+]>C1COCC1>[CH3:24][O:23][C:20]1[CH:19]=[CH:18][C:17]([C:14]2[S:15][CH:16]=[C:12]([CH2:10][OH:9])[N:13]=2)=[CH:22][CH:21]=1 |f:0.1.2.3.4.5,8.9|. Procedure: To an ice-cold suspension of LAH (0.08 g, 2.07 mmol) in 10 ml of anhydrous THF was added a solution of 2-(4-Methoxy-phenyl)-thiazole-4-carboxylic acid ethyl ester (0.26 g, 0.98 mmol) in 5 ml of THF. The reaction mixture was heated up to 60° C. for 1 h. After the completion of the reaction mixture (TLC monitoring), the reaction mixture was cooled to 0° C., water (2.0 ml) was added followed by the addition of 15% NaOH solution (2 mL) and finally 4 ml of water. The resulting solution was filtered t... Starting materials: C(C)(C)N(CC)C(C)C (diisopropylethylamine), CS(=O)(=O)Cl (methanesulfonyl chloride), CS(=O)(=O)CCO (2-(methylsulfonyl)ethanol). The solvent is C(Cl)Cl (DCM). Run at time 8 hour. Yields the product CS(=O)(=O)OCCS(=O)(=O)C (2-(methylsulfonyl)ethyl methanesulfonate). Isolated yield 50.0%. As a reaction SMILES: [CH3:1][S:2]([CH2:5][CH2:6][OH:7])(=[O:4])=[O:3].C(N(C(C)C)CC)(C)C.[CH3:17][S:18](Cl)(=[O:20])=[O:19]>C(Cl)Cl>[CH3:17][S:18]([O:7][CH2:6][CH2:5][S:2]([CH3:1])(=[O:4])=[O:3])(=[O:20])=[O:19]. Procedure: In a 50 mL round-bottomed flask, 2-(methylsulfonyl)ethanol (1.24 g, 9.99 mmol, Eq: 1.00) was combined with DCM (5 mL). To the resulting solution was added diisopropylethylamine (2.1 mL, 12.0 mmol, Eq: 1.2) and methanesulfonyl chloride (1.37 g, 931 μL, 12.0 mmol, Eq: 1.2). The ice bath was removed and the reaction was stirred at rt overnight. The crude reaction mixture was concentrated in vacuo and the residue was partitioned between EtOAc and water. The organic layer was dried over Na2SO4 and co... RXN SMILES: [CH:1]([C:4]1[S:5][CH:6]=[C:7]([C:9](OCC)=[O:10])[N:8]=1)([CH3:3])[CH3:2].[H-].C([Al+]CC(C)C)C(C)C>ClCCl>[CH:1]([C:4]1[S:5][CH:6]=[C:7]([CH:9]=[O:10])[N:8]=1)([CH3:3])[CH3:2] |f:1.2|. Product: C(C)(C)C=1SC=C(N1)C=O (2-Isopropylthiazole-4-carboxaldehyde). Procedure details: A solution of ethyl 2-isopropylthiazole-4-carboxylate (1 mmol) in 50 ml of dry dichloromethane was cooled to -78° C. under N2 atmosphere and treated dropwise with 1.2 mmol of diisobutylaluminum hydride (1.5M in toluene). The resulting solution was stirred for 0.5 h, quenched with aqueous Rochelle salts, extracted with dichloromethane, dried over Na2SO4, and concentrated in vacuo to provide the crude desired compound. Solvent: ClCCl (dichloromethane). Reactants: C(C)(C)C=1SC=C(N1)C(=O)OCC (ethyl 2-isopropylthiazole-4-carboxylate), [H-].C(C(C)C)[Al+]CC(C)C (diisobutylaluminum hydride). Run at time 0.5 hour.